Dataset: the Open Reaction Database (ORD), a public repository of structured organic reaction records. Task: describe an organic reaction: reactants, conditions, products, and yield Starting materials: ClC1=C(C=C(C(=C1)Cl)OC)NC1=C(C=NC2=CC(=C(C=C12)OCC)F)C#N (4-[(2,4-dichloro-5-methoxyphenyl)amino]-6-ethoxy-7-fluoro-3-quinolinecarbonitrile), O1C(CCCC1)CO (tetrahydropyran-2-methanol). Yields the product ClC1=C(C=C(C(=C1)Cl)OC)NC1=C(C=NC2=CC(=C(C=C12)OC)OCC1OCCCC1)C#N (4-[(2,4-dichloro-5-methoxyphenyl)amino]-6-methoxy-7-(tetrahydro-2H-pyran-2-ylmethoxy)-3-quinolinecarbonitrile). As a reaction SMILES: [Cl:1][C:2]1[CH:7]=[C:6]([Cl:8])[C:5]([O:9][CH3:10])=[CH:4][C:3]=1[NH:11][C:12]1[C:21]2[C:16](=[CH:17][C:18](F)=[C:19]([O:22][CH2:23]C)[CH:20]=2)[N:15]=[CH:14][C:13]=1[C:26]#[N:27].[O:28]1[CH2:33][CH2:32][CH2:31][CH2:30][CH:29]1[CH2:34][OH:35]>>[Cl:1][C:2]1[CH:7]=[C:6]([Cl:8])[C:5]([O:9][CH3:10])=[CH:4][C:3]=1[NH:11][C:12]1[C:21]2[C:16](=[CH:17][C:18]([O:35][CH2:34][CH:29]3[CH2:30][CH2:31][CH2:32][CH2:33][O:28]3)=[C:19]([O:22][CH3:23])[CH:20]=2)[N:27]=[CH:26][C:13]=1[C:14]#[N:15]. Procedure details: Following the procedure used to prepare Example 15, 4-[(2,4-dichloro-5-methoxyphenyl)amino]-6-ethoxy-7-fluoro-3-quinolinecarbonitrile (250 mg, 0.64 mmol) and tetrahydropyran-2-methanol provides 177 mg of 4-[(2,4-dichloro-5-methoxyphenyl)amino]-6-methoxy-7-(tetrahydro-2H-pyran-2-ylmethoxy)-3-quinolinecarbonitrile, mp 193-196° C. Starting materials: CC(=O)[O-], CC(=O)O, FC(F)c1cc(-c2cccc(C(F)(F)F)c2)nc2ccnn12, ClI, [Na+], O. Product: FC(F)c1cc(-c2cccc(C(F)(F)F)c2)nc2c(I)cnn12. Reaction SMILES: [CH3:24][C:25](=[O:26])[O-:27].[CH3:30][C:31](=[O:32])[OH:33].[F:1][C:2]([c:3]1[cH:4][c:5](-[c:9]2[n:10][c:11]3[n:12]([c:13]([CH:15]([F:16])[F:17])[cH:14]2)[n:18][cH:19][cH:20]3)[cH:6][cH:7][cH:8]1)([F:21])[F:22].[I:28][Cl:29].[Na+:23].[OH2:34]>>[F:1][C:2]([c:3]1[cH:4][c:5](-[c:9]2[n:10][c:11]3[n:12]([c:13]([CH:15]([F:16])[F:17])[cH:14]2)[n:18][cH:19][c:20]3[I:28])[cH:6][cH:7][cH:8]1)([F:21])[F:22].